Dataset: the Open Reaction Database (ORD), a public repository of structured organic reaction records. Task: describe an organic reaction: reactants, conditions, products, and yield As a reaction SMILES: [CH2:31]1[O:32][CH2:33][CH2:34][CH2:35]1.[CH3:1][O:2][C:3](=[O:4])[c:5]1[s:6][c:7]([C:25]#[C:26][C:27]([CH3:28])([CH3:29])[CH3:30])[cH:8][c:9]1[N:10]([C:11](=[O:12])[CH:13]1[CH2:14][CH2:15][CH:16]([CH3:19])[CH2:17][CH2:18]1)[CH:20]1[CH2:21][CH:22]([OH:24])[CH2:23]1.[CH3:36][OH:37].[Li+:38].[OH-:39].[OH2:40]>>[O:2]=[C:3]([OH:4])[c:5]1[s:6][c:7]([C:25]#[C:26][C:27]([CH3:28])([CH3:29])[CH3:30])[cH:8][c:9]1[N:10]([C:11](=[O:12])[CH:13]1[CH2:14][CH2:15][CH:16]([CH3:19])[CH2:17][CH2:18]1)[CH:20]1[CH2:21][CH:22]([OH:24])[CH2:23]1. Product: CC1CCC(C(=O)N(c2cc(C#CC(C)(C)C)sc2C(=O)O)C2CC(O)C2)CC1. The reactants are C1CCOC1, COC(=O)c1sc(C#CC(C)(C)C)cc1N(C(=O)C1CCC(C)CC1)C1CC(O)C1, CO, [Li+], [OH-], O. Starting materials: CCOC(C)=O, CN(C)C=O, Nc1nccs1, S=C=NCc1ccccc1. The product is S=C(NCc1ccccc1)Nc1nccs1. RXN SMILES: [CH3:17][CH2:18][O:19][C:20](=[O:21])[CH3:22].[CH3:23][N:24]([CH3:25])[CH:26]=[O:27].[NH2:11][c:12]1[s:13][cH:14][cH:15][n:16]1.[S:1]=[C:2]=[N:3][CH2:4][c:5]1[cH:6][cH:7][cH:8][cH:9][cH:10]1>>[S:1]=[C:2]([NH:3][CH2:4][c:5]1[cH:6][cH:7][cH:8][cH:9][cH:10]1)[NH:11][c:12]1[s:13][cH:14][cH:15][n:16]1. The reactants are CC1=NOC2=C1N=CC=C2 (3-methyl-4-azabenzisoxazole), OC=1C=NC=CC1OC (3-hydroxy-4-methoxypyridine), NO (hydroxylamine). The product is CC1=NOC2=C1N=CC=C2OC (3-methyl-7-methoxy-4-azabenzisoxazole). RXN SMILES: [CH3:1][C:2]1[C:6]2[N:7]=[CH:8][CH:9]=[CH:10][C:5]=2[O:4][N:3]=1.[OH:11][C:12]1C=NC=CC=1OC.NO>>[CH3:1][C:2]1[C:6]2[N:7]=[CH:8][CH:9]=[C:10]([O:11][CH3:12])[C:5]=2[O:4][N:3]=1. Procedure details: Scheme I-16-2 depicts the preparation of a 3-methyl-4-azabenzisoxazole ti derivative which may be used as starting material for Scheme I-16. Steps a, b, AP and c of equation 1 may be carried out as previously described for Scheme I-14-2. The acetyl derivative may then be treated with hydroxylamine to provide the oxime as depicted in step d and then cyclized as depicted in step e (as described for steps f and g of Scheme I-14, respectively) to provide the 3-methyl-4-azabenzisoxazole shown. In equ... Reactants: CSCCC(NC(=O)OC(C)(C)C)C(=O)NCc1c(OC(Cn2ccnc2)c2ccccc2)ccc2c1CCCC2=O, CO, Cl, C1COCCO1. Yields the product CSCCC(N)C(=O)NCc1c(OC(Cn2ccnc2)c2ccccc2)ccc2c1CCCC2=O. As a reaction SMILES: [C:1]([O:2][C:3](=[O:4])[NH:7][CH:8]([CH2:9][CH2:10][S:11][CH3:12])[C:13]([NH:14][CH2:15][c:16]1[c:17]([O:27][CH:28]([CH2:29][n:30]2[cH:31][n:32][cH:33][cH:34]2)[c:35]2[cH:36][cH:37][cH:38][cH:39][cH:40]2)[cH:18][cH:19][c:20]2[c:25]1[CH2:24][CH2:23][CH2:22][C:21]2=[O:26])=[O:41])([CH3:5])([CH3:6])[CH3:42].[CH3:44][OH:45].[ClH:43].[O:46]1[CH2:47][CH2:48][O:49][CH2:50][CH2:51]1>>[NH2:7][CH:8]([CH2:9][CH2:10][S:11][CH3:12])[C:13]([NH:14][CH2:15][c:16]1[c:17]([O:27][CH:28]([CH2:29][n:30]2[cH:31][n:32][cH:33][cH:34]2)[c:35]2[cH:36][cH:37][cH:38][cH:39][cH:40]2)[cH:18][cH:19][c:20]2[c:25]1[CH2:24][CH2:23][CH2:22][C:21]2=[O:26])=[O:41]. Reactants: C(C1=CC=CC=C1)(=O)C=1C=C2CCC(C2=CC1O)C(=O)O (5-benzoyl-6-hydroxy-indane-1-carboxylic acid). Reagents/catalysts: S(O)(O)(=O)=O (sulphuric acid). The solvent is C(CCC)O (n-butanol). Yields the product C(CCC)OC(=O)C1CCC2=CC(=C(C=C12)O)C(C1=CC=CC=C1)=O (5-benzoyl-6-hydroxy-indane-1-carboxylic acid n-butyl ester). As a reaction SMILES: [C:1]([C:9]1[CH:10]=[C:11]2[C:15](=[CH:16][C:17]=1[OH:18])[CH:14]([C:19]([OH:21])=[O:20])[CH2:13][CH2:12]2)(=[O:8])[C:2]1[CH:7]=[CH:6][CH:5]=[CH:4][CH:3]=1>C(O)CCC.S(=O)(=O)(O)O>[CH2:9]([O:20][C:19]([CH:14]1[C:15]2[C:11](=[CH:10][C:9]([C:1](=[O:8])[C:2]3[CH:3]=[CH:4][CH:5]=[CH:6][CH:7]=3)=[C:17]([OH:18])[CH:16]=2)[CH2:12][CH2:13]1)=[O:21])[CH2:1][CH2:2][CH3:3]. Procedure details: A solution of 12 g of 5-benzoyl-6-hydroxy-indane-1-carboxylic acid in 100 ml of n-butanol and 8 drops of concentrated sulphuric acid is boiled for 6 hours under reflux in an anhydrous atmosphere. It is then evaporated to a volume of approx. 20 ml in vacuo and the evaporation residue is partitioned between 3 times 100 ml of methylene chloride and 3 times 100 ml of water. The organic phases are dried over sodium sulphate and evaporated in vacuo. The evaporation residue, when crystallized from cold... Reactants: COC1=NC2=CC=CC=C2C=C1NC(OC1=CC=CC=C1)=O (Phenyl N-(2-methoxyquinolin-3-yl)carbamate), CC1=C(C=CC=C1C)N1CCNCC1 (1-(2,3-dimethylphenyl)piperazine). Reaction SMILES: [CH3:1][O:2][C:3]1[C:12]([NH:13][C:14](=[O:22])OC2C=CC=CC=2)=[CH:11][C:10]2[C:5](=[CH:6][CH:7]=[CH:8][CH:9]=2)[N:4]=1.[CH3:23][C:24]1[C:29]([CH3:30])=[CH:28][CH:27]=[CH:26][C:25]=1[N:31]1[CH2:36][CH2:35][NH:34][CH2:33][CH2:32]1>>[CH3:1][O:2][C:3]1[C:12]([NH:13][C:14]([N:34]2[CH2:35][CH2:36][N:31]([C:25]3[CH:26]=[CH:27][CH:28]=[C:29]([CH3:30])[C:24]=3[CH3:23])[CH2:32][CH2:33]2)=[O:22])=[CH:11][C:10]2[C:5](=[CH:6][CH:7]=[CH:8][CH:9]=2)[N:4]=1. The product is COC1=NC2=CC=CC=C2C=C1NC(=O)N1CCN(CC1)C1=C(C(=CC=C1)C)C (1-[(2-Methoxyquinolin-3-yl)aminocarbonyl]-4-(2,3-dimethylphenyl)piperazine). Yield: 83.0%. Procedure details: Phenyl N-(2-methoxyquinolin-3-yl)carbamate and 1-(2,3-dimethylphenyl)piperazine were reacted by the same way with the example 81 to obtain the titled compound. The product is CCc1ccccc1[Si](CCC(C)(C)C)(OC)OC. Reaction SMILES: [Br:2][c:3]1[c:4]([CH2:9][CH3:10])[cH:5][cH:6][cH:7][cH:8]1.[CH2:25]([OH:26])[CH3:27].[CH3:11][C:12]([CH2:13][CH2:14][Si:15]([O:16][CH3:17])([O:18][CH3:19])[O:20][CH3:21])([CH3:22])[CH3:23].[Mg:1].[O:28]1[CH2:29][CH2:30][CH2:31][CH2:32]1.[SiH4:24]>>[c:3]1([Si:15]([CH2:14][CH2:13][C:12]([CH3:11])([CH3:22])[CH3:23])([O:16][CH3:17])[O:18][CH3:19])[c:4]([CH2:9][CH3:10])[cH:5][cH:6][cH:7][cH:8]1. The reactants are CCc1ccccc1Br, CCO, CO[Si](CCC(C)(C)C)(OC)OC, [Mg], C1CCOC1, [SiH4]. Reactants: O.FC(C=O)(C(F)(F)F)F (2,2,3,3,3-pentafluoropropionaldehyde monohydrate), O (water), ClC=1C(=NC(=CC1)OC1=CC(=CC=C1)C(F)(F)F)C(=O)NN (3-chloro-6-[3-(trifluoromethyl)phenoxy]-2-picolinic acid hydrazide), resultant mixture. Solvent: C(C)(=O)O (acetic acid), C(C)(=O)OCC.O (ethyl acetate water). Yields the product FC(C=NNC(C1=NC(=CC=C1Cl)OC1=CC(=CC=C1)C(F)(F)F)=O)(C(F)(F)F)F (3-chloro-6-[3-(trifluoromethyl)phenoxy] picolinic acid, (2,2.3,3,3-pentafluoropropylidene] hydrazide). Reaction SMILES: [Cl:1][C:2]1[C:3]([C:19]([NH:21][NH2:22])=[O:20])=[N:4][C:5]([O:8][C:9]2[CH:14]=[CH:13][CH:12]=[C:11]([C:15]([F:18])([F:17])[F:16])[CH:10]=2)=[CH:6][CH:7]=1.O.[F:24][C:25]([F:32])([C:28]([F:31])([F:30])[F:29])[CH:26]=O.O>C(O)(=O)C.C(OCC)(=O)C.O>[F:24][C:25]([F:32])([C:28]([F:31])([F:30])[F:29])[CH:26]=[N:22][NH:21][C:19](=[O:20])[C:3]1[C:2]([Cl:1])=[CH:7][CH:6]=[C:5]([O:8][C:9]2[CH:14]=[CH:13][CH:12]=[C:11]([C:15]([F:18])([F:16])[F:17])[CH:10]=2)[N:4]=1 |f:1.2,5.6|. Reported procedure: 3-chloro-6-[3-(trifluoromethyl)phenoxy]-2-picolinic acid hydrazide (0.4 g, 0.0012 mol) was dissolved in 5 ml of acetic acid. The obtained solution was mixed with 2,2,3,3,3-pentafluoropropionaldehyde monohydrate (0.199 g, 0.0012×1.0 mol), and the resultant mixture was stirred at 80° C. for 3 hours. A chilled water was poured into the obtained reaction solution which was then distributed in ethyl acetate-water. The organic phase separated from the solution was washed with water and then dried with...